Dataset: the Open Reaction Database (ORD), a public repository of structured organic reaction records. Task: describe an organic reaction: reactants, conditions, products, and yield The reactants are [BH4-], CCS(=O)(=O)N1CCC(c2c[nH]c3c(C(N)=O)cc(-c4cccc(C=O)c4)cc23)CC1, CCN, CO, ClCCl, [Na+]. Product: CCNCc1cccc(-c2cc(C(N)=O)c3[nH]cc(C4CCN(S(=O)(=O)CC)CC4)c3c2)c1. RXN SMILES: [BH4-:35].[CH2:1]([CH3:2])[S:3](=[O:4])(=[O:5])[N:6]1[CH2:7][CH2:8][CH:9]([c:12]2[cH:13][nH:14][c:15]3[c:16]([C:29](=[O:30])[NH2:31])[cH:17][c:18](-[c:21]4[cH:22][c:23]([CH:27]=[O:28])[cH:24][cH:25][cH:26]4)[cH:19][c:20]23)[CH2:10][CH2:11]1.[CH3:32][CH2:33][NH2:34].[CH3:40][OH:41].[Cl:37][CH2:38][Cl:39].[Na+:36]>>[CH2:1]([CH3:2])[S:3](=[O:4])(=[O:5])[N:6]1[CH2:7][CH2:8][CH:9]([c:12]2[cH:13][nH:14][c:15]3[c:16]([C:29](=[O:30])[NH2:31])[cH:17][c:18](-[c:21]4[cH:22][c:23]([CH2:27][NH:34][CH2:33][CH3:32])[cH:24][cH:25][cH:26]4)[cH:19][c:20]23)[CH2:10][CH2:11]1. The reactants are N(=O)[O-].[Na+] (sodium nitrite), C(CCCC)(=O)C(C(=O)OCC)C(=O)C (ethyl 2-valerylacetoacetate), C(C)(=O)OC(C)=O (acetic anhydride), C(CCCC)(=O)Cl (Valeryl chloride). Reagents/catalysts: [Zn] (Zinc). Run in O (water), C(C)(=O)O (acetic acid). Reaction conditions: time 8 hour. The product is C(C)OC(C(C(CCCC)=O)NC(C)=O)=O (ethyl-2-acetamido-3-oxoheptanoate). Reaction SMILES: [N:1]([O-])=O.[Na+].[C:5]([CH:11](C(C)=O)[C:12]([O:14][CH2:15][CH3:16])=[O:13])(=[O:10])[CH2:6][CH2:7][CH2:8][CH3:9].[C:20](Cl)(=[O:25])[CH2:21]CCC.C(OC(=O)C)(=O)C>O.C(O)(=O)C.[Zn]>[CH2:15]([O:14][C:12](=[O:13])[CH:11]([NH:1][C:20](=[O:25])[CH3:21])[C:5](=[O:10])[CH2:6][CH2:7][CH2:8][CH3:9])[CH3:16] |f:0.1|. Reported procedure: A solution of sodium nitrite (41.3g) in water was added slowly to a cooled solution of ethyl 2-valerylacetoacetate (118.7g) in acetic acid (100 ml.), and the temperature was kept below 10°. Ice (100g) was added, followed by acetic anhydride (105.0g). Zinc dust (total 65.4g) was added portionwise, keeping the temperature below 20° with stirring, until the reaction was complete. The mixture was allowed to stand overnight at room temperature, and it was then filtered. The solid was washed wih chlor... Starting materials: ClC=1C=C(C=CC1)NC1=NC=2N(C(=C1)NC=1C=C(C(=O)OC(C)(C)C)C=CC1)N=CC2C=O (tert-butyl 3-(5-(3-chlorophenylamino)-3-formylpyrazolo[1,5-a]pyrimidin-7-ylamino)benzoate), C(C)O (ethanol), N1C(=O)NC(=O)C1 (hydantoin), N1CCCCC1 (piperidine). The solvent is O (water). Reaction conditions: temperature 80 celsius. Yields the product ClC=1C=C(C=CC1)NC1=NC=2N(C(=C1)NC=1C=C(C(=O)OC(C)(C)C)C=CC1)N=CC2C=C2NC(NC2=O)=O (tert-butyl 3-(5-(3-chlorophenylamino)-3-((2,5-dioxoimidazolidin-4-ylidene)methyl)pyrazolo[1,5-a]pyrimidin-7-ylamino)benzoate). The yield is 69.0%. RXN SMILES: [Cl:1][C:2]1[CH:3]=[C:4]([NH:8][C:9]2[CH:14]=[C:13]([NH:15][C:16]3[CH:17]=[C:18]([CH:26]=[CH:27][CH:28]=3)[C:19]([O:21][C:22]([CH3:25])([CH3:24])[CH3:23])=[O:20])[N:12]3[N:29]=[CH:30][C:31]([CH:32]=O)=[C:11]3[N:10]=2)[CH:5]=[CH:6][CH:7]=1.C(O)C.[NH:37]1[CH2:43][C:41](=[O:42])[NH:40][C:38]1=[O:39].N1CCCCC1>O>[Cl:1][C:2]1[CH:3]=[C:4]([NH:8][C:9]2[CH:14]=[C:13]([NH:15][C:16]3[CH:17]=[C:18]([CH:26]=[CH:27][CH:28]=3)[C:19]([O:21][C:22]([CH3:23])([CH3:25])[CH3:24])=[O:20])[N:12]3[N:29]=[CH:30][C:31]([CH:32]=[C:43]4[C:41](=[O:42])[NH:40][C:38](=[O:39])[NH:37]4)=[C:11]3[N:10]=2)[CH:5]=[CH:6][CH:7]=1. Procedure details: To the reaction flask, tert-butyl 3-(5-(3-chlorophenylamino)-3-formylpyrazolo[1,5-a]pyrimidin-7-ylamino)benzoate (122 mg, 0.3 mmol) was added to ethanol (1.3 mL) along with hydantoin (26 mg, 0.3 mmol) and piperidine (26 μL, 0.3 mmol). The reaction was heated at 80° C. for 2 hours in the microwave then cooled to room temperature and diluted with water. The solid was collected by filtration, washed with water, 50% ethanol/water, and then 100% ethanol. The material was dried under vacuum overnight.... Reactants: FC1(OC2=C(O1)C=CC(=C2)C2(CC2)C(=O)NC2=CC(=C(C=C2)C)B2OC(C(O2)(C)C)(C)C)F (1-(2,2-Difluorobenzo[d][1,3]dioxol-5-yl)-N-(4-methyl-3-(4,4,5,5-tetramethyl-1,3,2-dioxaborolan-2-yl)phenyl)cyclopropanecarboxamide), BrC1=CC2=C(C(NS2(=O)=O)=O)C=C1 (6-bromo-1,1-dioxo-1,2-dihydro-1λ6-benzo[d]isothiazol-3-one), C(=O)([O-])[O-].[Na+].[Na+] (Na2CO3). Reagents/catalysts: C1=CC=C(C=C1)P([C-]2C=CC=C2)C3=CC=CC=C3.C1=CC=C(C=C1)P([C-]2C=CC=C2)C3=CC=CC=C3.Cl[Pd]Cl.[Fe+2] (Pd(dppf)Cl2). Run in CN(C)C=O (DMF). Conditions: temperature 120 celsius. Product: FC1(OC2=C(O1)C=CC(=C2)C2(CC2)C(=O)NC2=CC(=C(C=C2)C)C2=CC1=C(C(NS1(=O)=O)=O)C=C2)F (1-(2,2-difluoro-2H-1,3-benzodioxol-5-yl)-N-[4-methyl-3-(1,1,3-trioxo-2,3-dihydro-1λ6,2-benzothiazol-6-yl)phenyl]cyclopropane-1-carboxamide). As a reaction SMILES: [F:1][C:2]1([F:33])[O:6][C:5]2[CH:7]=[CH:8][C:9]([C:11]3([C:14]([NH:16][C:17]4[CH:22]=[CH:21][C:20]([CH3:23])=[C:19](B5OC(C)(C)C(C)(C)O5)[CH:18]=4)=[O:15])[CH2:13][CH2:12]3)=[CH:10][C:4]=2[O:3]1.Br[C:35]1[CH:46]=[CH:45][C:38]2[C:39](=[O:44])[NH:40][S:41](=[O:43])(=[O:42])[C:37]=2[CH:36]=1.C([O-])([O-])=O.[Na+].[Na+]>C1C=CC(P(C2C=CC=CC=2)[C-]2C=CC=C2)=CC=1.C1C=CC(P(C2C=CC=CC=2)[C-]2C=CC=C2)=CC=1.Cl[Pd]Cl.[Fe+2].CN(C=O)C>[F:1][C:2]1([F:33])[O:6][C:5]2[CH:7]=[CH:8][C:9]([C:11]3([C:14]([NH:16][C:17]4[CH:22]=[CH:21][C:20]([CH3:23])=[C:19]([C:35]5[CH:46]=[CH:45][C:38]6[C:39](=[O:44])[NH:40][S:41](=[O:42])(=[O:43])[C:37]=6[CH:36]=5)[CH:18]=4)=[O:15])[CH2:12][CH2:13]3)=[CH:10][C:4]=2[O:3]1 |f:2.3.4,5.6.7.8|. Reported procedure: 1-(2,2-Difluorobenzo[d][1,3]dioxol-5-yl)-N-(4-methyl-3-(4,4,5,5-tetramethyl-1,3,2-dioxaborolan-2-yl)phenyl)cyclopropanecarboxamide (46 mg, 0.10 mmol), 6-bromo-1,1-dioxo-1,2-dihydro-1λ6-benzo[d]isothiazol-3-one (26 mg, 0.10 mmol), Pd(dppf)Cl2 (4.0 mg, 0.0050 mmol), 2M Na2CO3 (150 μL, 0.30 mmol), and DMF (1 mL) were combined and heated at 120° C. in the microwave for 10 min. The mixture was filtered and purified by reverse phase preparatory HPLC to give 1-(2,2-difluoro-2H-1,3-benzodioxol-5-yl)-N-[... As a reaction SMILES: [CH2:1]([CH:2]=[CH2:3])[O:4][c:5]1[cH:6][c:7]([O:20][CH3:21])[c:8](-[c:11]2[nH:12][c:13]3[c:14]([cH:15][n:16][cH:17][cH:18]3)[n:19]2)[cH:9][cH:10]1.[ClH:22]>>[CH2:1]([CH:2]=[CH2:3])[O:4][c:5]1[cH:6][c:7]([OH:20])[c:8](-[c:11]2[nH:12][c:13]3[c:14]([cH:15][n:16][cH:17][cH:18]3)[n:19]2)[cH:9][cH:10]1. Reactants: C=CCOc1ccc(-c2nc3cnccc3[nH]2)c(OC)c1, Cl. The product is C=CCOc1ccc(-c2nc3cnccc3[nH]2)c(O)c1.